From a dataset of the Open Reaction Database (ORD), a public repository of structured organic reaction records. describe an organic reaction: reactants, conditions, products, and yield Starting materials: C(C=CC1=CC=CC=C1)(=O)Cl (cinnamoyl chloride), NC1=CC=CC=C1 (aniline). Yields the product C1(=CC=CC=C1)C1CC(NC2=CC=CC=C12)=O (4-Phenyl-3,4-dihydrocarbostyril). Reaction SMILES: [C:1](Cl)(=[O:10])[CH:2]=[CH:3][C:4]1[CH:9]=[CH:8][CH:7]=[CH:6][CH:5]=1.[NH2:12][C:13]1[CH:18]=[CH:17][CH:16]=[CH:15][CH:14]=1>>[C:4]1([CH:3]2[C:18]3[C:13](=[CH:14][CH:15]=[CH:16][CH:17]=3)[NH:12][C:1](=[O:10])[CH2:2]2)[CH:9]=[CH:8][CH:7]=[CH:6][CH:5]=1. Procedure: 4-Phenyl-3,4-dihydrocarbostyril (CAS# 4888-33-9) was prepared in two steps using the procedure described by Conley, R. T.; Knopka. W. N. J. Org. Chem. 1964, 29, 496-497. The starting materials for this preparation were cinnamoyl chloride (Aldrich) and aniline (Aldrich). The title compound was purified by flash chromatography eluting with CH2Cl2/EtOAc (4:1). Yields the product CC=1C=C(C=C(C1)C)C1(CCN(CC1)CC1=CC=CC=C1)CCO (4-(3,5-dimethylphenyl)-4-(2-hydroxyethyl)-N-benzylpiperidine). Run at time 45 minute. Reaction SMILES: [CH2:1]([N:8]1[CH2:13][CH2:12][C:11]([CH2:22][C:23](OCC)=[O:24])([C:14]2[CH:19]=[C:18]([CH3:20])[CH:17]=[C:16]([CH3:21])[CH:15]=2)[CH2:10][CH2:9]1)[C:2]1[CH:7]=[CH:6][CH:5]=[CH:4][CH:3]=1.[H-].[Al+3].[Li+].[H-].[H-].[H-].O.[OH-].[Na+]>C(OCC)C.ClCCl>[CH3:21][C:16]1[CH:15]=[C:14]([C:11]2([CH2:22][CH2:23][OH:24])[CH2:10][CH2:9][N:8]([CH2:1][C:2]3[CH:7]=[CH:6][CH:5]=[CH:4][CH:3]=3)[CH2:13][CH2:12]2)[CH:19]=[C:18]([CH3:20])[CH:17]=1 |f:1.2.3.4.5.6,8.9|. Solvent: ClCCl (dichloromethane), C(C)OCC (diethyl ether). Isolated yield 94.4%. The reactants are [OH-].[Na+] (sodium hydroxide), C(C1=CC=CC=C1)N1CCC(CC1)(C1=CC(=CC(=C1)C)C)CC(=O)OCC (Ethyl 2-(1-benzyl-4-(3,5-dimethylphenyl)piperidin-4-yl)ethanoate), [H-].[Al+3].[Li+].[H-].[H-].[H-] (lithium aluminium hydride), O (water), O (water). Procedure details: Ethyl 2-(1-benzyl-4-(3,5-dimethylphenyl)piperidin-4-yl)ethanoate (2.0 g) (see Preparation 9) was dissolved in anhydrous diethyl ether (50 ml), cooled in an ice-bath and lithium aluminium hydride (0.21 g) added portionwise. The mixture was stirred at room temperature for 45 minutes, water (0.3 ml) was carefully added, followed by 2N aqueous sodium hydroxide solution (0.3 ml) and further water (0.6 ml). The mixture was stirred for 20 minutes and the resulting granular precipitate removed by filtra... The reactants are Cl.N[C@H]1CC[C@H](CC1)NC(=O)C1=C(NC=2C1=NC=CC2C2=C(C=CC=1OCOC12)OCC1CC1)C (N-(cis-4-aminocyclohexyl)-7-[5-(cyclopropylmethoxy)-1,3-benzodioxol-4-yl]-2-methyl-1H-pyrrolo[3,2-b]pyridine-3-carboxamide hydrochloride), ClC(=O)OCC (ethyl chloroformate). Product: C1(CC1)COC1=C(C2=C(OCO2)C=C1)C1=C2C(=NC=C1)C(=C(N2)C)C(=O)N[C@H]2CC[C@H](CC2)NC(OCC)=O (Ethyl {cis-4-[({7-[5-(cyclopropylmethoxy)-1,3-benzodioxol-4-yl]-2-methyl-1H-pyrrolo[3,2-b]pyridin-3-yl}carbonyl)amino]cyclohexyl}carbamate). As a reaction SMILES: Cl.[NH2:2][C@@H:3]1[CH2:8][CH2:7][C@H:6]([NH:9][C:10]([C:12]2[C:16]3=[N:17][CH:18]=[CH:19][C:20]([C:21]4[C:29]5[O:28][CH2:27][O:26][C:25]=5[CH:24]=[CH:23][C:22]=4[O:30][CH2:31][CH:32]4[CH2:34][CH2:33]4)=[C:15]3[NH:14][C:13]=2[CH3:35])=[O:11])[CH2:5][CH2:4]1.Cl[C:37]([O:39][CH2:40][CH3:41])=[O:38]>>[CH:32]1([CH2:31][O:30][C:22]2[CH:23]=[CH:24][C:25]3[O:26][CH2:27][O:28][C:29]=3[C:21]=2[C:20]2[CH:19]=[CH:18][N:17]=[C:16]3[C:12]([C:10]([NH:9][C@@H:6]4[CH2:7][CH2:8][C@H:3]([NH:2][C:37](=[O:38])[O:39][CH2:40][CH3:41])[CH2:4][CH2:5]4)=[O:11])=[C:13]([CH3:35])[NH:14][C:15]=23)[CH2:33][CH2:34]1 |f:0.1|. Procedure details: Starting from N-(cis-4-aminocyclohexyl)-7-[5-(cyclopropylmethoxy)-1,3-benzodioxol-4-yl]-2-methyl-1H-pyrrolo[3,2-b]pyridine-3-carboxamide hydrochloride (example D.f3) and commercially available ethyl chloroformate the title compound is obtained as colorless solid. The reactants are C(C(O)C)(=O)[O-].[K+] (potassium lactate), 17, S(=O)(=O)([O-])[O-].[Zn+2] (zinc sulfate), C(C(O)C)(=O)[O-].[K+] (potassium lactate), C(CCCCCCCCCCCCC)(=O)N[C@@H](CCC(=O)[O-])C(=O)[O-].[Na+].[Na+] (sodium N-myristoyl-L-glutamate), [O-2].[Fe+2] (iron oxide), [Cl-].[Al+3].[Cl-].[Cl-] (aluminum chloride), C(CCCCCCCCCCCCC)(=O)N[C@@H](CCC(=O)[O-])C(=O)[O-].[Na+].[Na+] (sodium N-myristoyl-L-glutamate). Run in O (water), O (water), O (water). Conditions: temperature 60 celsius, time 2 hour. Yields the product [O-2].[Fe+2] (iron oxide), C(CCCCCCCCCCCCC)(=O)N[C@@H](CCC(=O)[O-])C(=O)[O-].[Al+3].C(CCCCCCCCCCCCC)(=O)N[C@@H](CCC(=O)[O-])C(=O)[O-].C(CCCCCCCCCCCCC)(=O)N[C@@H](CCC(=O)[O-])C(=O)[O-].[Al+3] (aluminum N-myristoyl-L-glutamate), C(C(O)C)(=O)[O-].[Zn+2].C(C(O)C)(=O)[O-] (zinc lactate). RXN SMILES: [O-2].[Fe+2:2].[C:3]([NH:18][C@H:19]([C:25]([O-:27])=[O:26])[CH2:20][CH2:21][C:22]([O-:24])=[O:23])(=[O:17])[CH2:4][CH2:5][CH2:6][CH2:7][CH2:8][CH2:9][CH2:10][CH2:11][CH2:12][CH2:13][CH2:14][CH2:15][CH3:16].[Na+].[Na+].[Cl-].[Al+3:31].[Cl-].[Cl-].[C:34]([O-:39])(=[O:38])[CH:35]([CH3:37])[OH:36].[K+].S([O-])([O-])(=O)=O.[Zn+2:46]>O>[O-2:17].[Fe+2:2].[C:3]([NH:18][C@H:19]([C:25]([O-:27])=[O:26])[CH2:20][CH2:21][C:22]([O-:24])=[O:23])(=[O:17])[CH2:4][CH2:5][CH2:6][CH2:7][CH2:8][CH2:9][CH2:10][CH2:11][CH2:12][CH2:13][CH2:14][CH2:15][CH3:16].[Al+3:31].[C:3]([NH:18][C@H:19]([C:25]([O-:27])=[O:26])[CH2:20][CH2:21][C:22]([O-:24])=[O:23])(=[O:17])[CH2:4][CH2:5][CH2:6][CH2:7][CH2:8][CH2:9][CH2:10][CH2:11][CH2:12][CH2:13][CH2:14][CH2:15][CH3:16].[C:3]([NH:18][C@H:19]([C:25]([O-:27])=[O:26])[CH2:20][CH2:21][C:22]([O-:24])=[O:23])(=[O:17])[CH2:4][CH2:5][CH2:6][CH2:7][CH2:8][CH2:9][CH2:10][CH2:11][CH2:12][CH2:13][CH2:14][CH2:15][CH3:16].[Al+3:31].[C:34]([O-:39])(=[O:38])[CH:35]([CH3:37])[OH:36].[Zn+2:46].[C:34]([O-:39])(=[O:38])[CH:35]([CH3:37])[OH:36] |f:0.1,2.3.4,5.6.7.8,9.10,11.12,14.15,16.17.18.19.20,21.22.23|. Procedure details: One hundred grams of red iron oxide pigment was added to 500 ml of water and mixed using a home type mixer until well dispersed. Four grams of sodium N-myristoyl-L-glutamate having an HLB value of 4 was dissolved in 50 ml of water heated at 60° C. then added to the above mixture and mixed for 10 minutes. While this was being stirred, 2 chemical equivalents of aluminum chloride aqueous solution, based on the sodium N-myristoyl-L-glutamate, was added dropwise. Four grams of potassium lactate havin... Reactants: Cl, [Na+], [Na+], O=C([O-])[O-], O, O=C(O)C1CC(O)CN1, Cc1ccc(S(=O)(=O)Cl)cc1. The product is Cc1ccc(S(=O)(=O)N2CC(O)CC2C(=O)O)cc1. RXN SMILES: [ClH:27].[Na+:10].[Na+:11].[O-:12][C:13](=[O:14])[O-:15].[OH2:28].[OH:1][CH:2]1[CH2:3][CH:4]([C:7](=[O:8])[OH:9])[NH:5][CH2:6]1.[c:16]1([CH3:26])[cH:17][cH:18][c:19]([S:22](=[O:23])(=[O:24])[Cl:25])[cH:20][cH:21]1>>[OH:1][CH:2]1[CH2:3][CH:4]([C:7](=[O:8])[OH:9])[N:5]([S:22]([c:19]2[cH:18][cH:17][c:16]([CH3:26])[cH:21][cH:20]2)(=[O:23])=[O:24])[CH2:6]1. Starting materials: O=C1NC2=C(C=CC=C2C1)SC1=CC=C(C=C1)Cl (2-oxo-7-(4-chlorophenylthio)indoline), ClC1=CC(=CC=C1)C(=O)OO (m-chloroperbenzoic acid). The solvent is C(Cl)(Cl)Cl (chloroform). The product is O=C1NC2=C(C=CC=C2C1)S(=O)C1=CC=C(C=C1)Cl (2-oxo-7-(4-chlorophenylsulfinyl)indoline). The yield is 52.0%. As a reaction SMILES: [O:1]=[C:2]1[CH2:10][C:9]2[C:4](=[C:5]([S:11][C:12]3[CH:17]=[CH:16][C:15]([Cl:18])=[CH:14][CH:13]=3)[CH:6]=[CH:7][CH:8]=2)[NH:3]1.ClC1C=CC=C(C(OO)=[O:27])C=1>C(Cl)(Cl)Cl>[O:1]=[C:2]1[CH2:10][C:9]2[C:4](=[C:5]([S:11]([C:12]3[CH:17]=[CH:16][C:15]([Cl:18])=[CH:14][CH:13]=3)=[O:27])[CH:6]=[CH:7][CH:8]=2)[NH:3]1. Reported procedure: A solution of 2-oxo-7-(4-chlorophenylthio)indoline (7.0 g) in chloroform (400 ml) and m-chloroperbenzoic acid (5.15 g) were treated in a similar manner to that of Preparation 28-(2) to give 2-oxo-7-(4-chlorophenylsulfinyl)indoline (3.85 g). mp 191°-194° C. Reaction SMILES: [Cl:1][C:2]1[CH:22]=[CH:21][C:5]([O:6][CH:7]([CH2:13][C:14]2[CH:19]=[CH:18][C:17]([OH:20])=[CH:16][CH:15]=2)[C:8]([O:10][CH2:11][CH3:12])=[O:9])=[CH:4][CH:3]=1.O[CH2:24][CH2:25][NH:26][C:27](=[O:33])[O:28][C:29]([CH3:32])([CH3:31])[CH3:30].C1(P(C2C=CC=CC=2)C2C=CC=CC=2)C=CC=CC=1.CCOC(/N=N/C(OCC)=O)=O>>[C:29]([O:28][C:27]([NH:26][CH2:25][CH2:24][O:20][C:17]1[CH:16]=[CH:15][C:14]([CH2:13][CH:7]([O:6][C:5]2[CH:21]=[CH:22][C:2]([Cl:1])=[CH:3][CH:4]=2)[C:8]([O:10][CH2:11][CH3:12])=[O:9])=[CH:19][CH:18]=1)=[O:33])([CH3:32])([CH3:31])[CH3:30]. The yield is 78.0%. Yields the product C(C)(C)(C)OC(=O)NCCOC1=CC=C(C=C1)CC(C(=O)OCC)OC1=CC=C(C=C1)Cl (Ethyl 3-[4-(2-t-butoxycarbonylaminoethoxy)phenyl]-2-(4-chlorophenoxy)propionate). Procedure: In a similar manner to that described in Example 122, a reaction was carried out using ethyl 2-(4-chlorophenoxy)-3-(4-hydroxyphenyl)propionate (1.01 g), which is the product of Reference example 38(b), t-butyl 2-hydroxyethylcarbamate (1.27 g), triphenylphosphine (2.06 g) and diethylazodicarboxylate (1.37 g) and the reaction mixture was treated to afford the title compound (1.14 g) as a colorless oil. Starting materials: ClC1=CC=C(OC(C(=O)OCC)CC2=CC=C(C=C2)O)C=C1 (ethyl 2-(4-chlorophenoxy)-3-(4-hydroxyphenyl)propionate), CCOC(=O)/N=N/C(=O)OCC (diethylazodicarboxylate), OCCNC(OC(C)(C)C)=O (t-butyl 2-hydroxyethylcarbamate), C1(=CC=CC=C1)P(C1=CC=CC=C1)C1=CC=CC=C1 (triphenylphosphine).